This data is from the Open Reaction Database (ORD), a public repository of structured organic reaction records. The task is: describe an organic reaction: reactants, conditions, products, and yield The reactants are C1=CC=C(C2=NC3=CC=CC=C3C=C12)C(=O)OC (methyl acridine 4-carboxylate), CN(CCN)C (N,N-dimethylethylenediamine), N#N (N2). The solvent is C(CC)O (n-propanol). Yields the product CN(CCNC(=O)C1=CC=CC2=CC3=CC=CC=C3N=C12)C (N-[2-(dimethylamino)ethyl]acridine-4-carboxamide). Isolated yield 64.9%. As a reaction SMILES: [CH:1]1[C:14]2[C:5](=[N:6][C:7]3[C:12]([CH:13]=2)=[CH:11][CH:10]=[CH:9][CH:8]=3)[C:4]([C:15]([O:17]C)=O)=[CH:3][CH:2]=1.[CH3:19][N:20]([CH3:24])[CH2:21][CH2:22][NH2:23].N#N>C(O)CC>[CH3:19][N:20]([CH3:24])[CH2:21][CH2:22][NH:23][C:15]([C:4]1[C:5]2[C:14](=[CH:13][C:12]3[C:7]([N:6]=2)=[CH:8][CH:9]=[CH:10][CH:11]=3)[CH:1]=[CH:2][CH:3]=1)=[O:17]. Reported procedure: A solution of methyl acridine 4-carboxylate (1.83 g, 7.72 mmol) and N,N-dimethylethylenediamine (3.40 g, 38.6 mmol) in n-propanol (80 ml) was flushed with N2, and the mixture was heated at reflux for three days under N2. Solvent was then removed under reduced pressure, and the residue was partitioned between CH2Cl2 (100 ml) and 1M Na2CO3 (100 ml). The organic layer was evaporated and the residue chromatographed on alumina, eluting with CH2Cl2 /MeOH (199:1) to give N-[2-(dimethylamino)ethyl]acrid... Reactants: C1(CC1)C1=C(C=C(C(=O)O)C=C1)C(CC)=O (4-cyclopropyl-3-propanoylbenzoic acid), BrC=1C=C(C(=O)O)C=CC1C (3-bromo-4-methylbenzoic acid), BrC=1C=C(C(=O)O)C=CC1C1CC1 (3-bromo-4-cyclopropylbenzoic acid). Product: CC1=C(C=C(C(=O)O)C=C1)C(CC)=O (4-Methyl-3-propionylbenzoic acid). Reaction SMILES: [CH:1]1([C:4]2[CH:12]=[CH:11][C:7]([C:8]([OH:10])=[O:9])=[CH:6][C:5]=2[C:13](=[O:16])[CH2:14][CH3:15])CC1.BrC1C=C(C=CC=1C)C(O)=O.BrC1C=C(C=CC=1C1CC1)C(O)=O>>[CH3:1][C:4]1[CH:12]=[CH:11][C:7]([C:8]([OH:10])=[O:9])=[CH:6][C:5]=1[C:13](=[O:16])[CH2:14][CH3:15]. Procedure details: The title compound was prepared using standard chemical manipulations and procedures similar to those used for the preparation of compound 10.6, except 3-bromo-4-methylbenzoic acid was used in place of 3-bromo-4-cyclopropylbenzoic acid (compound 10.3). Starting materials: C(N)(=N)C1=CC=C(C=C1)N1C(C(=C(C1)OC)C1=CC=C(C=C1)CCC(=O)OC)=O (1-(4-amidinophenyl)-4-methoxy-3-[4-(2-methoxycarbonyl-ethyl)-phenyl]-3-pyrrolin-2-one), ClC(=O)OC (methyl chloroformate), [OH-].[Na+] (sodium hydroxide). Solvent: C(Cl)Cl (methylene chloride). Yields the product COC1=C(C(N(C1)C1=CC=C(C=C1)C(NC(=O)OC)=N)=O)C1=CC=C(C=C1)CCC(=O)OC (4-Methoxy-1-[4-(methoxycarbonyl-amidino)-phenyl]-3-[4-(2-methoxycarbonyl-ethyl)-phenyl]-3-pyrrolin-2-one). RXN SMILES: [C:1]([C:4]1[CH:9]=[CH:8][C:7]([N:10]2[CH2:14][C:13]([O:15][CH3:16])=[C:12]([C:17]3[CH:22]=[CH:21][C:20]([CH2:23][CH2:24][C:25]([O:27][CH3:28])=[O:26])=[CH:19][CH:18]=3)[C:11]2=[O:29])=[CH:6][CH:5]=1)(=[NH:3])[NH2:2].Cl[C:31]([O:33][CH3:34])=[O:32].[OH-].[Na+]>C(Cl)Cl>[CH3:16][O:15][C:13]1[CH2:14][N:10]([C:7]2[CH:8]=[CH:9][C:4]([C:1](=[NH:2])[NH:3][C:31]([O:33][CH3:34])=[O:32])=[CH:5][CH:6]=2)[C:11](=[O:29])[C:12]=1[C:17]1[CH:22]=[CH:21][C:20]([CH2:23][CH2:24][C:25]([O:27][CH3:28])=[O:26])=[CH:19][CH:18]=1 |f:2.3|. Procedure: Prepared from 1-(4-amidinophenyl)-4-methoxy-3-[4-(2-methoxycarbonyl-ethyl)-phenyl]-3-pyrrolin-2-one and methyl chloroformate in methylene chloride with the addition of 0.1N sodium hydroxide solution with vigorous stirring.